Dataset: the Open Reaction Database (ORD), a public repository of structured organic reaction records. Task: describe an organic reaction: reactants, conditions, products, and yield Starting materials: COC1=C(C(=CC(=C1)CCO)OC)B(O)O (2,6-Dimethoxy-4-(2-hydroxyethyl)benzeneboronic acid), C(C)OC([C@@H](NC(C1=C(C=CC=C1Cl)Cl)=O)CC1=CC=C(C=C1)Br)=O (N-(2,6-dichlorobenzoyl)-4-bromo-L-phenylalanine ethyl ester). The product is C(C)OC([C@@H](NC(C1=C(C=CC=C1Cl)Cl)=O)CC1=CC=C(C=C1)C1=C(C=C(C=C1OC)CCO)OC)=O (N-(2,6-dichlorobenzoyl)-4-[2,6-dimethoxy-4-(2-hydroxyethyl)phenyl]-L-phenylalanine ethyl ester). Reaction SMILES: [CH3:1][O:2][C:3]1[CH:8]=[C:7]([CH2:9][CH2:10][OH:11])[CH:6]=[C:5]([O:12][CH3:13])[C:4]=1B(O)O.[CH2:17]([O:19][C:20](=[O:41])[C@H:21]([CH2:33][C:34]1[CH:39]=[CH:38][C:37](Br)=[CH:36][CH:35]=1)[NH:22][C:23](=[O:32])[C:24]1[C:29]([Cl:30])=[CH:28][CH:27]=[CH:26][C:25]=1[Cl:31])[CH3:18]>>[CH2:17]([O:19][C:20](=[O:41])[C@H:21]([CH2:33][C:34]1[CH:39]=[CH:38][C:37]([C:4]2[C:3]([O:2][CH3:1])=[CH:8][C:7]([CH2:9][CH2:10][OH:11])=[CH:6][C:5]=2[O:12][CH3:13])=[CH:36][CH:35]=1)[NH:22][C:23](=[O:32])[C:24]1[C:25]([Cl:31])=[CH:26][CH:27]=[CH:28][C:29]=1[Cl:30])[CH3:18]. Reported procedure: 2,6-Dimethoxy-4-(2-hydroxyethyl)benzeneboronic acid was coupled with N-(2,6-dichlorobenzoyl)-4-bromo-L-phenylalanine ethyl ester according to the procedure described in Example 8-3) to yield 1.3 g of N-(2,6-dichlorobenzoyl)-4-[2,6-dimethoxy-4-(2-hydroxyethyl)phenyl]-L-phenylalanine ethyl ester. ESMS: m/z 546 (MH+). Yields the product CCNC(CO)CCc1ccc(Sc2cccc(OCc3ccccc3)c2)cc1Cl. RXN SMILES: [Al+3:33].[C:1]([CH3:2])(=[O:3])[NH:4][CH:5]([CH2:6][OH:7])[CH2:8][CH2:9][c:10]1[c:11]([Cl:31])[cH:12][c:13]([S:16][c:17]2[cH:18][c:19]([O:23][CH2:24][c:25]3[cH:26][cH:27][cH:28][cH:29][cH:30]3)[cH:20][cH:21][cH:22]2)[cH:14][cH:15]1.[H-:32].[H-:35].[H-:36].[H-:37].[K+:39].[Li+:34].[O:41]1[CH2:42][CH2:43][CH2:44][CH2:45]1.[OH-:38].[OH2:40]>>[CH2:1]([CH3:2])[NH:4][CH:5]([CH2:6][OH:7])[CH2:8][CH2:9][c:10]1[c:11]([Cl:31])[cH:12][c:13]([S:16][c:17]2[cH:18][c:19]([O:23][CH2:24][c:25]3[cH:26][cH:27][cH:28][cH:29][cH:30]3)[cH:20][cH:21][cH:22]2)[cH:14][cH:15]1. The reactants are [Al+3], CC(=O)NC(CO)CCc1ccc(Sc2cccc(OCc3ccccc3)c2)cc1Cl, [H-], [H-], [H-], [H-], [K+], [Li+], C1CCOC1, [OH-], O. Starting materials: CCCCP(CCCC)CCCC, CCCC[PH+](CCCC)CCCC, Cc1ccccc1, [Cl-], ClCc1cccc(CCl)c1. The product is CCCC[P+](CCCC)(CCCC)Cc1cccc(CCl)c1, [Cl-]. As a reaction SMILES: [CH2:1]([CH2:2][CH2:3][CH3:4])[P:5]([CH2:6][CH2:7][CH2:8][CH3:9])[CH2:10][CH2:11][CH2:12][CH3:13].[CH2:25]([PH+:26]([CH2:27][CH2:28][CH2:29][CH3:30])[CH2:31][CH2:32][CH2:33][CH3:34])[CH2:35][CH2:36][CH3:37].[CH3:38][c:39]1[cH:40][cH:41][cH:42][cH:43][cH:44]1.[Cl-:24].[Cl:14][CH2:15][c:16]1[cH:17][c:18]([CH2:22][Cl:23])[cH:19][cH:20][cH:21]1>>[CH2:1]([CH2:2][CH2:3][CH3:4])[P+:5]([CH2:6][CH2:7][CH2:8][CH3:9])([CH2:10][CH2:11][CH2:12][CH3:13])[CH2:15][c:16]1[cH:17][c:18]([CH2:22][Cl:23])[cH:19][cH:20][cH:21]1.[Cl-:14]. Starting materials: COC1=CC=C(C=C1C(=O)O)C(=O)N (6-methoxyisophthalamic acid), NC1=NC=C(C=C1)Cl (2-amino-5-chloro-pyridine). The product is ClC=1C=CC(=NC1)NC(C=1C=C(C(=O)N)C=CC1OC)=O (3-N-(5-chloro-pyridin-2-yl)-4-methoxyisophthalamide). Reaction SMILES: [CH3:1][O:2][C:3]1[C:8]([C:9]([OH:11])=O)=[CH:7][C:6]([C:12]([NH2:14])=[O:13])=[CH:5][CH:4]=1.[NH2:15][C:16]1[CH:21]=[CH:20][C:19]([Cl:22])=[CH:18][N:17]=1>>[Cl:22][C:19]1[CH:20]=[CH:21][C:16]([NH:15][C:9](=[O:11])[C:8]2[CH:7]=[C:6]([CH:5]=[CH:4][C:3]=2[O:2][CH3:1])[C:12]([NH2:14])=[O:13])=[N:17][CH:18]=1. Procedure: The captioned compound was synthesized from 6-methoxyisophthalamic acid and 2-amino-5-chloro-pyridine by the same procedure as in the manufacturing method described in step C of Example 1-3-1. The reactants are ClC1=CC=C(C=C1)S(=O)(=O)NC(C(=O)NCCCC(=O)OC)COS(=O)(=O)C ((RS)-2-(4-chlorobenzenesulfonylamino)-3-methanesulfonyloxy-N-(3-methoxycarbonylpropyl)propanamide), N1C=NC=C1 (imidazole). The product is ClC1=CC=C(C=C1)S(=O)(=O)NC(C(=O)NCCCC(=O)OC)CN1C=NC=C1 ((RS)-2-(4-chlorobenzenesulfonylamino)-3-(1H-imidazol-1-yl)-N-(3-methoxycarbonylpropyl)propanamide). Reaction SMILES: [Cl:1][C:2]1[CH:7]=[CH:6][C:5]([S:8]([NH:11][CH:12]([CH2:23]OS(C)(=O)=O)[C:13]([NH:15][CH2:16][CH2:17][CH2:18][C:19]([O:21][CH3:22])=[O:20])=[O:14])(=[O:10])=[O:9])=[CH:4][CH:3]=1.[NH:29]1[CH:33]=[CH:32][N:31]=[CH:30]1>>[Cl:1][C:2]1[CH:3]=[CH:4][C:5]([S:8]([NH:11][CH:12]([CH2:23][N:29]2[CH:33]=[CH:32][N:31]=[CH:30]2)[C:13]([NH:15][CH2:16][CH2:17][CH2:18][C:19]([O:21][CH3:22])=[O:20])=[O:14])(=[O:9])=[O:10])=[CH:6][CH:7]=1. Reported procedure: The procedure described in Example 79 was repeated, except that (RS)-2-(4-chlorobenzenesulfonylamino)-3-methanesulfonyloxy-N-(3-methoxycarbonylpropyl)propanamide (107.6 mg) was reacted with imidazole to obtain the desired (RS)-2-(4-chlorobenzenesulfonylamino)-3-(1H-imidazol-1-yl)-N-(3-methoxycarbonylpropyl)propanamide (16.3 mg) together with a less polar by-product. The by-product was not investigated further. The reactants are [OH-].[Na+] (NaOH), O[C@H]1C=C([C@@H](C2(CCCC2)C1)C(=O)OC)C (trans-methyl 9-hydroxy-7-methylspiro[4.5]dec-7-ene-6-carboxylate), C(C)[SiH](CC)CC (triethylsilane), B(F)(F)F.CCOCC (BF3.OEt2). The solvent is ClCCl (dichloromethane). Run at time 45 minute. Yields the product crude product, CC=1C(C2(CCCC2)CCC1)C(=O)OC (methyl 7-methylspiro[4.5]dec-7-ene-6-carboxylate). Isolated yield 90.0%. Reaction SMILES: O[C@@H:2]1[CH2:11][C:6]2([CH2:10][CH2:9][CH2:8][CH2:7]2)[C@@H:5]([C:12]([O:14][CH3:15])=[O:13])[C:4]([CH3:16])=[CH:3]1.C([SiH](CC)CC)C.B(F)(F)F.CCOCC.[OH-].[Na+]>ClCCl>[CH3:16][C:4]1[CH:5]([C:12]([O:14][CH3:15])=[O:13])[C:6]2([CH2:11][CH2:2][CH:3]=1)[CH2:10][CH2:9][CH2:8][CH2:7]2 |f:2.3,4.5|. Procedure details: At −30° C., a solution of crude trans-methyl 9-hydroxy-7-methylspiro[4.5]dec-7-ene-6-carboxylate (1.1 g, 4.9 mmol, prepared as described in the Example 23) in dichloromethane (10 ml) was treated with triethylsilane (4.0 ml, 24.5 mmol) and with BF3.OEt2 (0.92 ml, 7.4 mmol). The resulting mixture was stirred for 45 min. while allowing the temperature to reach 0° C., poured into cold 2N aqueous NaOH (50 ml), and extracted twice with MTBE (25 ml). The combined organic phases were washed with water (...